Dataset: the Open Reaction Database (ORD), a public repository of structured organic reaction records. Task: describe an organic reaction: reactants, conditions, products, and yield Starting materials: SC(C(=O)N[C@@H](CS)C(=O)O)(C)C (N-(2-mercapto-2-methylpropionyl)-L-cysteine), C(C1=CC=CC=C1)(C1=CC=CC=C1)(C1=CC=CC=C1)Cl (trityl chloride), O (water). Run in CN(C=O)C (dimethylformamide). Run at time 2 hour. Product: SC(C(=O)N[C@@H](CSC(C1=CC=CC=C1)(C1=CC=CC=C1)C1=CC=CC=C1)C(=O)O)(C)C (N-(2-Mercapto-2-Methylpropionyl)-S-Trityl-L-Cysteine). Yield: 60.8%. RXN SMILES: [SH:1][C:2]([CH3:13])([CH3:12])[C:3]([NH:5][C@H:6]([C:9]([OH:11])=[O:10])[CH2:7][SH:8])=[O:4].[C:14](Cl)([C:27]1[CH:32]=[CH:31][CH:30]=[CH:29][CH:28]=1)([C:21]1[CH:26]=[CH:25][CH:24]=[CH:23][CH:22]=1)[C:15]1[CH:20]=[CH:19][CH:18]=[CH:17][CH:16]=1.O>CN(C)C=O>[SH:1][C:2]([CH3:13])([CH3:12])[C:3]([NH:5][C@H:6]([C:9]([OH:11])=[O:10])[CH2:7][S:8][C:14]([C:15]1[CH:20]=[CH:19][CH:18]=[CH:17][CH:16]=1)([C:27]1[CH:28]=[CH:29][CH:30]=[CH:31][CH:32]=1)[C:21]1[CH:22]=[CH:23][CH:24]=[CH:25][CH:26]=1)=[O:4]. Procedure: To a stirred solution of N-(2-mercapto-2-methylpropionyl)-L-cysteine (11.2 g) in dimethylformamide(50 ml), trityl chloride(16.7 g) was added slowly. The reaction mixture was stirred for 2 hours at room temperature, poured into water and extracted with ethyl acetate. The organic layer was washed with water and saturated sodium chloride solution, dried over anhydrous magnesium sulfate and concentrated in vacuo. The oily residue was purified by a silica gel column chromatography to give 14.2 g(60%)... Reactants: Cl.C(C)(C)(C)OC(N(C1=CC=CC=C1)C1=NC2=C(N1C)C=CC(=C2)N(C2=NC(=NC=C2)NC2=CC(=CC=C2)S(N)(=O)=O)C)=O ((1-Methyl-5-{methyl-[2-(3-sulfamoyl-phenylamino)-pyrimidin-4-yl]-amino}-1H-benzoimidazol-2-yl)-phenyl-carbamic acid tert-butyl ester hydrochloride), FC(C(=O)O)(F)F (trifluoroacetic acid). Run in C(Cl)Cl (methylene chloride). Yields the product FC(C(=O)O)(F)F.CN(C1=NC(=NC=C1)NC=1C=C(C=CC1)S(=O)(=O)N)C1=CC2=C(N(C(=N2)NC2=CC=CC=C2)C)C=C1 (3-{4-[Methyl-(1-methyl-2-phenylamino-1H-benzoimidazol-5-yl)-amino]-pyrimidin-2-ylamino}-benzenesulfonamide trifluoroacetic acid). As a reaction SMILES: Cl.C(OC(=O)[N:8]([C:15]1[N:19]([CH3:20])[C:18]2[CH:21]=[CH:22][C:23]([N:25]([CH3:43])[C:26]3[CH:31]=[CH:30][N:29]=[C:28]([NH:32][C:33]4[CH:38]=[CH:37][CH:36]=[C:35]([S:39](=[O:42])(=[O:41])[NH2:40])[CH:34]=4)[N:27]=3)=[CH:24][C:17]=2[N:16]=1)[C:9]1[CH:14]=[CH:13][CH:12]=[CH:11][CH:10]=1)(C)(C)C.[F:45][C:46]([F:51])([F:50])[C:47]([OH:49])=[O:48]>C(Cl)Cl>[F:45][C:46]([F:51])([F:50])[C:47]([OH:49])=[O:48].[CH3:43][N:25]([C:23]1[CH:22]=[CH:21][C:18]2[N:19]([CH3:20])[C:15]([NH:8][C:9]3[CH:14]=[CH:13][CH:12]=[CH:11][CH:10]=3)=[N:16][C:17]=2[CH:24]=1)[C:26]1[CH:31]=[CH:30][N:29]=[C:28]([NH:32][C:33]2[CH:34]=[C:35]([S:39]([NH2:40])(=[O:42])=[O:41])[CH:36]=[CH:37][CH:38]=2)[N:27]=1 |f:0.1,4.5|. Reported procedure: (1-Methyl-5-{methyl-[2-(3-sulfamoyl-phenylamino)-pyrimidin-4-yl]-amino}-1H-benzoimidazol-2-yl)-phenyl-carbamic acid tert-butyl ester hydrochloride was stirred in solution of 50% trifluoroacetic acid and methylene chloride and concentrated to give the title compound as a white solid. 1H NMR (300 MHz, d6-DMSO+NaHCO3) δ 10.32 (br s, 1H), 9.54 (br s, 1H), 8.49 (s, 1H), 7.86 (d, J=6.9 Hz, 1H), 7.73-7.78 (m, 3H), 7.47-7.54 (m, 3H), 7.34-7.41 (m, 4H), 7.06-7.14 (m, m 2H), 5.80 (d, J=6.6 Hz, 1H), 3.78 (... The reactants are COC(=O)[C@H]1NC[C@@H](C1)S(=O)(=O)C1=C(C=CC=C1)C(F)(F)F ((2S,4R)-4-(2-trifluoromethyl-benzenesulfonyl)-pyrrolidine-2-carboxylic acid methyl ester), C(C)OC(=O)[C@H]1NC[C@H](C1)S(=O)(=O)C1=C(C=CC=C1)C(F)(F)F ((2S,4S)-4-(2-trifluoromethyl-benzenesulfonyl)-pyrrolidine-2-carboxylic acid ethyl ester), ClC1=NC=CC=N1 (2-chloro-pyrimidine). Product: COC(=O)[C@H]1N(C[C@@H](C1)S(=O)(=O)C1=C(C=CC=C1)C(F)(F)F)C1=NC=CC=N1 ((2S,4R)-1-Pyrimidin-2-yl-4-(2-trifluoromethyl-benzenesulfonyl)-pyrrolidine-2-carboxylic acid methyl ester). As a reaction SMILES: [CH3:1][O:2][C:3]([C@@H:5]1[CH2:9][C@@H:8]([S:10]([C:13]2[CH:18]=[CH:17][CH:16]=[CH:15][C:14]=2[C:19]([F:22])([F:21])[F:20])(=[O:12])=[O:11])[CH2:7][NH:6]1)=[O:4].C(OC([C@@H]1C[C@H](S(C2C=CC=CC=2C(F)(F)F)(=O)=O)CN1)=O)C.Cl[C:47]1[N:52]=[CH:51][CH:50]=[CH:49][N:48]=1>>[CH3:1][O:2][C:3]([C@@H:5]1[CH2:9][C@@H:8]([S:10]([C:13]2[CH:18]=[CH:17][CH:16]=[CH:15][C:14]=2[C:19]([F:22])([F:20])[F:21])(=[O:11])=[O:12])[CH2:7][N:6]1[C:47]1[N:52]=[CH:51][CH:50]=[CH:49][N:48]=1)=[O:4]. Reported procedure: In analogy to the procedure described in example 335a, (2S,4R)-4-(2-trifluoromethyl-benzenesulfonyl)-pyrrolidine-2-carboxylic acid methyl ester (prepared as described for the corresponding (2S,4S)-4-(2-trifluoromethyl-benzenesulfonyl)-pyrrolidine-2-carboxylic acid ethyl ester in example 192e) was reacted with 2-chloro-pyrimidine (CAS Reg. No. 1722-12-9) in a shaking reactor at 150° C. for 48 h to give the title compound as yellow oil. MS (ESI): m/z=416.1 [M+H]+. The reactants are BrC=1C=NC=C(C(=O)NC2=CC(=CC(=C2)F)F)C1 (5-bromo-N-(3,5-difluorophenyl)nicotinamide), N1[C@H]2[C@@H](CC1)CN(C2)C(=O)OC(C)(C)C ((3aS,6aS)-tert-butyl hexahydropyrrolo[3,4-b]pyrrole-5(1H)-carboxylate). Product: FC=1C=C(C=C(C1)F)NC(=O)C=1C=C(C=NC1)N1CC[C@H]2CN(C[C@H]21)C(=O)OC(C)(C)C ((3aS,6aS)-tert-butyl 1-(5-(3,5-difluorophenylcarbamoyl)pyridin-3-yl)hexahydropyrrolo[3,2-c]pyrrole-5(1H)-carboxylate). RXN SMILES: Br[C:2]1[CH:3]=[N:4][CH:5]=[C:6]([CH:18]=1)[C:7]([NH:9][C:10]1[CH:15]=[C:14]([F:16])[CH:13]=[C:12]([F:17])[CH:11]=1)=[O:8].[NH:19]1[CH2:23][CH2:22][C@H:21]2[CH2:24][N:25]([C:27]([O:29][C:30]([CH3:33])([CH3:32])[CH3:31])=[O:28])[CH2:26][C@@H:20]12>>[F:17][C:12]1[CH:11]=[C:10]([NH:9][C:7]([C:6]2[CH:18]=[C:2]([N:19]3[C@H:20]4[C@H:21]([CH2:24][N:25]([C:27]([O:29][C:30]([CH3:33])([CH3:32])[CH3:31])=[O:28])[CH2:26]4)[CH2:22][CH2:23]3)[CH:3]=[N:4][CH:5]=2)=[O:8])[CH:15]=[C:14]([F:16])[CH:13]=1. Procedure details: The product from Example 53A and (3aS,6aS)-tert-butyl hexahydropyrrolo[3,4-b]pyrrole-5(1H)-carboxylate (prepared as described in WO2001081347) were processed as described in Example 53B to provide the title compound. MS (APCI) m/z=445 (M+H)+. Reactants: [Sn](Cl)(Cl)(Cl)Cl (Tin(IV) chloride), N1C(=O)N=C(N)C=C1 (Cytosine), C/C(=N\[Si](C)(C)C)/O[Si](C)(C)C (N,O-bis(trimethylsilyl)acetamide), C(C1=CC=CC=C1)(=O)O[C@H]1[C@](OC(C2=CC=CC=C2)=O)([C@H](OC(C2=CC=CC=C2)=O)[C@H](O1)COC(C1=CC=CC=C1)=O)C (1,2,3,5-tetra-O-benzoyl-2-C-methyl-β-D-ribofuranose), compound 10. Solvent: C(C)#N (acetonitrile), C(C)#N (acetonitrile), C(C)#N (acetonitrile). Run at temperature 20 celsius, time 1 hour. Product: NC1=NC(N(C=C1)C1OC(C(C1(C)OC(C1=CC=CC=C1)=O)OC(C1=CC=CC=C1)=O)COCC1=CC=CC=C1)=O (4-Amino-1-(3,4-dibenzoyloxy-5-benzyloxymethyl-3-methyl-tetrahydro-furan-2-yl)-1H-pyrimidine-2-one). RXN SMILES: [NH:1]1[CH:8]=[CH:7][C:5]([NH2:6])=[N:4][C:2]1=[O:3].C/C(/O[Si](C)(C)C)=N\[Si](C)(C)C.C(O[C@@H:30]1[O:52][C@H:51]([CH2:53][O:54][C:55](=O)[C:56]2[CH:61]=[CH:60][CH:59]=[CH:58][CH:57]=2)[C@@H:41]([O:42][C:43](=[O:50])[C:44]2[CH:49]=[CH:48][CH:47]=[CH:46][CH:45]=2)[C@@:31]1([CH3:63])[O:32][C:33](=[O:40])[C:34]1[CH:39]=[CH:38][CH:37]=[CH:36][CH:35]=1)(=O)C1C=CC=CC=1.[Sn](Cl)(Cl)(Cl)Cl>C(#N)C>[NH2:6][C:5]1[CH:7]=[CH:8][N:1]([CH:30]2[C:31]([O:32][C:33](=[O:40])[C:34]3[CH:35]=[CH:36][CH:37]=[CH:38][CH:39]=3)([CH3:63])[CH:41]([O:42][C:43](=[O:50])[C:44]3[CH:45]=[CH:46][CH:47]=[CH:48][CH:49]=3)[CH:51]([CH2:53][O:54][CH2:55][C:56]3[CH:57]=[CH:58][CH:59]=[CH:60][CH:61]=3)[O:52]2)[C:2](=[O:3])[N:4]=1. Procedure details: Cytosine (89 g, 0.80 mol) was suspended in acetonitrile (900 ml) in a 12 L round bottomed flask equipped with a reflux condenser, overhead stirrer and an argon inlet adapter. The suspension was stirred at 20° C. under argon atmosphere and N,O-bis(trimethylsilyl)acetamide (537 ml, 2.2 mol) was added in one portion. The resulting solution was heated to 80° C. and stirred for an additional hour at the same temperature. 1,2,3,5-tetra-O-benzoyl-2-C-methyl-β-D-ribofuranose (425.0 g, 0.73 mol) was susp... The reactants are COC(CC1=CC(=C(C=C1)OC)OC1=C(C=CC(=C1)Br)CO)=O ([3-(5-bromo-2-hydroxymethyl-phenoxy)-4-methoxy-phenyl]-acetic acid methyl ester), P(Br)(Br)Br (phosphorus tribromide). Yields the product COC(CC1=CC(=C(C=C1)OC)OC1=C(C=CC(=C1)Br)CBr)=O ([3-(5-Bromo-2-bromomethyl-phenoxy)-4-methoxy-phenyl]-acetic acid methyl ester). As a reaction SMILES: [CH3:1][O:2][C:3](=[O:23])[CH2:4][C:5]1[CH:10]=[CH:9][C:8]([O:11][CH3:12])=[C:7]([O:13][C:14]2[CH:19]=[C:18]([Br:20])[CH:17]=[CH:16][C:15]=2[CH2:21]O)[CH:6]=1.P(Br)(Br)[Br:25]>>[CH3:1][O:2][C:3](=[O:23])[CH2:4][C:5]1[CH:10]=[CH:9][C:8]([O:11][CH3:12])=[C:7]([O:13][C:14]2[CH:19]=[C:18]([Br:20])[CH:17]=[CH:16][C:15]=2[CH2:21][Br:25])[CH:6]=1. Reported procedure: Prepared according to the procedure described in Example 6, Step 4, using the following starting materials: [3-(5-bromo-2-hydroxymethyl-phenoxy)-4-methoxy-phenyl]-acetic acid methyl ester and phosphorus tribromide. Reactants: COC1(CCC2(OCCO2)CC1)C1=CC=CC=C1 (8-methoxy-8-phenyl-1,4-dioxaspiro[4.5]decane), hydrrochloric acid, C(O)([O-])=O.[Na+] (sodium hydrogen carbonate), COC (dimethyl ether). The solvent is O1CCCC1 (tetrahydrofuran). Product: COC1(CCC(CC1)=O)C1=CC=CC=C1 (4-methoxy-4-phenylcyclohexanone). The yield is 73.4%. Reaction SMILES: [CH3:1][O:2][C:3]1([C:13]2[CH:18]=[CH:17][CH:16]=[CH:15][CH:14]=2)[CH2:12][CH2:11][C:6]2(OCC[O:7]2)[CH2:5][CH2:4]1.C(=O)([O-])O.[Na+].COC>O1CCCC1>[CH3:1][O:2][C:3]1([C:13]2[CH:14]=[CH:15][CH:16]=[CH:17][CH:18]=2)[CH2:12][CH2:11][C:6](=[O:7])[CH2:5][CH2:4]1 |f:1.2|. Procedure details: A solution of 8-methoxy-8-phenyl-1,4-dioxaspiro[4.5]decane (5.96 g) and 3N-hydrrochloric acid (24 ml) in tetrahydrofuran was stirred at room temperature for 24 hours. The reaction mixture was added to a mixture of sodium hydrogen carbonate solution and dimethyl ether. The organic layer was washed with sodium hydrogen carbonate solution and dried over magnesium sulfate. The magnesium sulfate was filtered off, and the filtrate was concentrated under reduced pressure. The residue was purified by si... Yield: 92.4%. Yields the product FC=1C=CC2=C(SC(=C2C#N)NC2=C(C=CC(=C2)F)[N+](=O)[O-])C1 (6-fluoro-2-(5-fluoro-2-nitroanilino)benzo[b]thiophene-3-carbonitrile). Reactants: NC1=C(C2=C(S1)C=C(C=C2)F)C#N (2-amino-6-fluorobenzo[b]thiophene-3-carbonitrile), FC1=C(C=CC(=C1)F)[N+](=O)[O-] (2,4-difluoro-nitrobenzene). Procedure: In the same manner as in Starting Material Synthesis Example 51 and using 2-amino-6-fluorobenzo[b]thiophene-3-carbonitrile (4.9 g) and 2,4-difluoro-nitrobenzene (4.1 g), 6-fluoro-2-(5-fluoro-2-nitroanilino)benzo[b]thiophene-3-carbonitrile (7.8 g) was obtained. RXN SMILES: [NH2:1][C:2]1[S:6][C:5]2[CH:7]=[C:8]([F:11])[CH:9]=[CH:10][C:4]=2[C:3]=1[C:12]#[N:13].F[C:15]1[CH:20]=[C:19]([F:21])[CH:18]=[CH:17][C:16]=1[N+:22]([O-:24])=[O:23]>>[F:11][C:8]1[CH:9]=[CH:10][C:4]2[C:3]([C:12]#[N:13])=[C:2]([NH:1][C:15]3[CH:20]=[C:19]([F:21])[CH:18]=[CH:17][C:16]=3[N+:22]([O-:24])=[O:23])[S:6][C:5]=2[CH:7]=1. Reactants: OCCC1OCCc2cc(Br)ccc21, CS(=O)(=O)Cl, CS(=O)(=O)OCCC1OCCc2cc(C(N)=O)ccc21. Product: CS(=O)(=O)OCCC1OCCc2cc(Br)ccc21. Reaction SMILES: [Br:1][c:2]1[cH:3][cH:4][c:5]2[c:6]([cH:14]1)[CH2:7][CH2:8][O:9][CH:10]2[CH2:11][CH2:12][OH:13].[CH3:15][S:16]([Cl:17])(=[O:18])=[O:19].[CH3:20][S:21]([O:22][CH2:23][CH2:24][CH:25]1[c:26]2[cH:27][cH:28][c:29]([C:30]([NH2:31])=[O:32])[cH:33][c:34]2[CH2:35][CH2:36][O:37]1)(=[O:38])=[O:39]>>[Br:1][c:2]1[cH:3][cH:4][c:5]2[c:6]([cH:14]1)[CH2:7][CH2:8][O:9][CH:10]2[CH2:11][CH2:12][O:13][S:16]([CH3:15])(=[O:18])=[O:19].